Dataset: the Open Reaction Database (ORD), a public repository of structured organic reaction records. Task: describe an organic reaction: reactants, conditions, products, and yield Starting materials: CN(C=O)C (N,N-dimethylformamide), BrC=1C=C(C(=O)NCC=2C=NC(=CC2)C)C=C(C1)C1=NC=C(C=C1)C (3-bromo-5-(5-methylpyridin-2-yl)-N-((6-methylpyridin-3-yl)methyl)benzamide), COC1=C(C=CC=C1)B(O)O (2-methoxyphenylboronic acid), C([O-])([O-])=O.[Cs+].[Cs+] (cesium carbonate), O (Water). Reagents/catalysts: [I-].C(CCC)[N+](CCCC)(CCCC)CCCC (tetra-n-butylammonium iodide). Yields the product CC1=CC=C(C=N1)CNC(=O)C=1C=C(C=C(C1)C1=NC=C(C=C1)C)C1=C(C=CC=C1)OC (2′-Methoxy-5-(5-methyl-pyridin-2-yl)-biphenyl-3-carboxylic acid (6-methyl-pyridin-3-ylmethyl)-amide). RXN SMILES: Br[C:2]1[CH:3]=[C:4]([CH:16]=[C:17]([C:19]2[CH:24]=[CH:23][C:22]([CH3:25])=[CH:21][N:20]=2)[CH:18]=1)[C:5]([NH:7][CH2:8][C:9]1[CH:10]=[N:11][C:12]([CH3:15])=[CH:13][CH:14]=1)=[O:6].[CH3:26][O:27][C:28]1[CH:33]=[CH:32][CH:31]=[CH:30][C:29]=1B(O)O.C(=O)([O-])[O-].[Cs+].[Cs+].O.CN(C)C=O>[I-].C([N+](CCCC)(CCCC)CCCC)CCC>[CH3:15][C:12]1[N:11]=[CH:10][C:9]([CH2:8][NH:7][C:5]([C:4]2[CH:3]=[C:2]([C:29]3[CH:30]=[CH:31][CH:32]=[CH:33][C:28]=3[O:27][CH3:26])[CH:18]=[C:17]([C:19]3[CH:24]=[CH:23][C:22]([CH3:25])=[CH:21][N:20]=3)[CH:16]=2)=[O:6])=[CH:14][CH:13]=1 |f:2.3.4,7.8|. Reported procedure: In a 5 mL microwave vial, 3-bromo-5-(5-methylpyridin-2-yl)-N-((6-methylpyridin-3-yl)methyl)benzamide (20 mg, 0.05 mmol), 2-methoxyphenylboronic acid (15.38 mg, 0.1012 mmol), cesium carbonate (82.42 mg, 0.2530 mmol), tetra-n-butylammonium iodide (18.69 mg, 0.05060 mmol), and POPd (2.538 mg, 0.005060 mmol) were dissolved in Water (0.04 mL, 2 mmol) and N,N-dimethylformamide (0.2 mL, 2 mmol). The reaction mixture was microwaved for 20 mins at 150 degrees. The reaction was purified directly by revers... Starting materials: O=C([O-])O, CS(C)=O, COC(=O)Cc1cc(C(F)(F)F)cc(C(F)(F)F)c1, [Na+], O. Yields the product COC(=O)C(CO)c1cc(C(F)(F)F)cc(C(F)(F)F)c1. RXN SMILES: [C:20]([OH:21])(=[O:22])[O-:23].[CH3:26][S:27]([CH3:28])=[O:29].[F:1][C:2]([c:3]1[cH:4][c:5]([CH2:13][C:14](=[O:15])[O:16][CH3:17])[cH:6][c:7]([C:9]([F:10])([F:11])[F:12])[cH:8]1)([F:18])[F:19].[Na+:24].[OH2:25]>>[F:1][C:2]([c:3]1[cH:4][c:5]([CH:13]([C:14](=[O:15])[O:16][CH3:17])[CH2:20][OH:21])[cH:6][c:7]([C:9]([F:10])([F:11])[F:12])[cH:8]1)([F:18])[F:19]. RXN SMILES: [CH2:1]([CH3:2])[C:3]1([OH:29])[CH2:4][C:5](=[O:28])[O:6][CH2:7][c:8]2[c:9](=[O:27])[n:10]3[c:24]([cH:25][c:26]21)-[c:13]1[c:12]([cH:21][c:20]2[c:15]([n:14]1)[cH:16][c:17]([F:23])[cH:18][c:19]2[F:22])[CH2:11]3.[F:30][C:31]([CH2:32][CH2:33][CH:34]=[O:35])([F:36])[F:37]>>[CH2:1]([CH3:2])[C:3]1([OH:29])[CH2:4][C:5](=[O:28])[O:6][CH2:7][c:8]2[c:9](=[O:27])[n:10]3[c:24]([cH:25][c:26]21)-[c:13]1[c:12]([c:21]([CH2:33][CH2:32][C:31]([F:30])([F:36])[F:37])[c:20]2[c:15]([n:14]1)[cH:16][c:17]([F:23])[cH:18][c:19]2[F:22])[CH2:11]3. Starting materials: CCC1(O)CC(=O)OCc2c1cc1n(c2=O)Cc2cc3c(F)cc(F)cc3nc2-1, O=CCCC(F)(F)F. Product: CCC1(O)CC(=O)OCc2c1cc1n(c2=O)Cc2c-1nc1cc(F)cc(F)c1c2CCC(F)(F)F. Run in COCCOC (1,2-dimethoxyethane). Product: ClC1=NC(=CC(=N1)Cl)C1=CC(=C(C=C1)F)Cl (2,4-dichloro-6-(3-chloro-4-fluoro-phenyl)-pyrimidine). As a reaction SMILES: [Cl:1][C:2]1[N:7]=[C:6](Cl)[CH:5]=[C:4]([Cl:9])[N:3]=1.[Cl:10][C:11]1[CH:12]=[C:13](B(O)O)[CH:14]=[CH:15][C:16]=1[F:17].C(=O)([O-])[O-].[Na+].[Na+].C1C=CC(P(C2C=CC=CC=2)C2C=CC=CC=2)=CC=1>C([O-])(=O)C.[Pd+2].C([O-])(=O)C.COCCOC>[Cl:1][C:2]1[N:3]=[C:4]([Cl:9])[CH:5]=[C:6]([C:13]2[CH:14]=[CH:15][C:16]([F:17])=[C:11]([Cl:10])[CH:12]=2)[N:7]=1 |f:2.3.4,6.7.8|. Procedure: Combine 2,4,6-trichloropyrimidine (9.15 g, 0.05 mol), 3-chloro-4-fluorophenylboronic acid (8.7 g, 0.05 mol), 1,2-dimethoxyethane (300 mL), and 2M aqueous sodium carbonate (25 mL) and let stir under nitrogen for 10 minutes. Add palladium acetate (56 mg, 0.25 mmol) and PPh3 (131 mg, 0.5 mmol) and reflux the mixture for 16 hours. Evaporate, add water (100 mL), and extract twice with DCM (25 mL each). Dry the organic layer with sodium sulfate and evaporate, giving a yellow gum. The mixture is chroma... Reagents/catalysts: C(C)(=O)[O-].[Pd+2].C(C)(=O)[O-] (palladium acetate). The reactants are C1=CC=C(C=C1)P(C2=CC=CC=C2)C3=CC=CC=C3 (PPh3), ClC1=NC(=CC(=N1)Cl)Cl (2,4,6-trichloropyrimidine), ClC=1C=C(C=CC1F)B(O)O (3-chloro-4-fluorophenylboronic acid), C([O-])([O-])=O.[Na+].[Na+] (sodium carbonate). Starting materials: S(=O)(=O)(C)OCCCC1=CC=C(C#N)C=C1 (4-(3-mesyloxypropyl)benzonitrile), ice water, C1(C=2C(C(N1)=O)=CC=CC2)=O.[K] (potassium phthalimide). Run in CN(C)C=O (DMF), CN(C)C=O (DMF). Reaction conditions: temperature 90 celsius, time 3 hour. Yields the product C1(C=2C(C(N1CCCC1=CC=C(C#N)C=C1)=O)=CC=CC2)=O (4-(3-phthalimidopropyl)benzonitrile). The yield is 84.6%. Reaction SMILES: [C:1]1(=[O:11])[NH:5][C:4](=[O:6])[C:3]2=[CH:7][CH:8]=[CH:9][CH:10]=[C:2]12.[K].S(O[CH2:18][CH2:19][CH2:20][C:21]1[CH:28]=[CH:27][C:24]([C:25]#[N:26])=[CH:23][CH:22]=1)(C)(=O)=O>CN(C=O)C>[C:1]1(=[O:11])[N:5]([CH2:18][CH2:19][CH2:20][C:21]2[CH:22]=[CH:23][C:24]([C:25]#[N:26])=[CH:27][CH:28]=2)[C:4](=[O:6])[C:3]2=[CH:7][CH:8]=[CH:9][CH:10]=[C:2]12 |f:0.1,^1:11|. Procedure details: To 100 ml of DMF suspension of 21.1 g (0.114 mol) of potassium phthalimide was added 50 ml of DMF solution of 13.6 g (57 mmols) of crude 4-(3-mesyloxypropyl)benzonitrile. The reaction mixture was stirred at 90° C. for 3 hours, then cooled to room temperature and poured into 200 ml of ice-water, followed by extraction with ether-benzene (1:1). The organic layer was dried over Na2SO4 and concentrated, giving 14.0 g (yield 85%) of 4-(3-phthalimidopropyl)benzonitrile.